This data is from the Open Reaction Database (ORD), a public repository of structured organic reaction records. The task is: describe an organic reaction: reactants, conditions, products, and yield Reactants: [N+](=O)([O-])C1=C(C=C(C=C1C)C(=O)OCC)C (ethyl 4-nitromesitylenate). Reagents/catalysts: [C].[Pd] (palladium-carbon). Run in C(C)(=O)OCC (ethyl acetate). Reaction conditions: time 3.5 hour. Yields the product NC1=C(C=C(C=C1C)C(=O)OCC)C (Ethyl 4-Aminomesitylenate). Yield: 99.0%. RXN SMILES: [N+:1]([C:4]1[C:9]([CH3:10])=[CH:8][C:7]([C:11]([O:13][CH2:14][CH3:15])=[O:12])=[CH:6][C:5]=1[CH3:16])([O-])=O>C(OCC)(=O)C.[C].[Pd]>[NH2:1][C:4]1[C:9]([CH3:10])=[CH:8][C:7]([C:11]([O:13][CH2:14][CH3:15])=[O:12])=[CH:6][C:5]=1[CH3:16] |f:2.3|. Reported procedure: To a solution of ethyl 4-nitromesitylenate (7.7 g) in ethyl acetate (300 ml) was added 10% palladium-carbon (3 g) and the mixture was stirred for 3.5 hr under a hydrogen atmosphere. The catalyst was filtered off from the reaction mixture and the filtrate was washed with water and saturated brine, and dried over anhydrous sodium sulfate. The solvent was evaporated to give the title compound (6.6 g) as pale-brown crystals. Starting materials: COC(C1=CC(=CC=C1)SC1=C(NC2=CC(=CC=C12)Cl)C)=O (3-(6-chloro-2-methyl-1H-indol-3-ylsulfanyl)-benzoic acid methyl ester), Cl.ClCC1=NC=C(C(=C1C)OC)C (2-chloromethyl-4-methoxy-3,5-dimethyl-pyridine hydrochloride). The product is COC(C1=CC(=CC=C1)SC1=C(N(C2=CC(=CC=C12)Cl)CC1=NC=C(C(=C1C)OC)C)C)=O (3-[6-Chloro-1-(4-methoxy-3,5-dimethyl-pyridin-2-ylmethyl)-2-methyl-1H-indol-3-ylsulfanyl]-benzoic acid methyl ester). Procedure details: Prepared according to the procedure described in Example 24, Step 1, using the following starting materials: 3-(6-chloro-2-methyl-1H-indol-3-ylsulfanyl)-benzoic acid methyl ester and 2-chloromethyl-4-methoxy-3,5-dimethyl-pyridine hydrochloride. Reaction SMILES: [CH3:1][O:2][C:3](=[O:22])[C:4]1[CH:9]=[CH:8][CH:7]=[C:6]([S:10][C:11]2[C:19]3[C:14](=[CH:15][C:16]([Cl:20])=[CH:17][CH:18]=3)[NH:13][C:12]=2[CH3:21])[CH:5]=1.Cl.Cl[CH2:25][C:26]1[C:31]([CH3:32])=[C:30]([O:33][CH3:34])[C:29]([CH3:35])=[CH:28][N:27]=1>>[CH3:1][O:2][C:3](=[O:22])[C:4]1[CH:9]=[CH:8][CH:7]=[C:6]([S:10][C:11]2[C:19]3[C:14](=[CH:15][C:16]([Cl:20])=[CH:17][CH:18]=3)[N:13]([CH2:25][C:26]3[C:31]([CH3:32])=[C:30]([O:33][CH3:34])[C:29]([CH3:35])=[CH:28][N:27]=3)[C:12]=2[CH3:21])[CH:5]=1 |f:1.2|. Reactants: C(C)O (ethanol), C(C)(=O)OCC=1C=C(C=C2C(C(=CN(C12)C(=O)OCC(C)C)C(=O)OCC)=O)C (3-ethyl 1-isobutyl 8-((acetyloxy)methyl)-6-methyl-4-oxo-1,3-(4H)-quinolinedicarboxylate), BrN1C(CCC1=O)=O (N-bromosuccinimide), N1CCOCC1 (Morpholine). Solvent: ClCCl (dichloromethane). Run at time 10 minute. Yields the product C(=O)C=1C=C(C=C2C(=C(C=NC12)C(=O)OCC)O)CN1CCOCC1 (Ethyl 8-Formyl-4-hydroxy-6-(4-morpholinylmethyl)-3-quinolinecarboxylate). RXN SMILES: C([O:4][CH2:5][C:6]1[CH:7]=[C:8]([CH3:29])[CH:9]=[C:10]2[C:15]=1[N:14](C(OCC(C)C)=O)[CH:13]=[C:12]([C:23]([O:25][CH2:26][CH3:27])=[O:24])[C:11]2=[O:28])(=O)C.BrN1C(=O)CCC1=O.[NH:38]1[CH2:43][CH2:42][O:41][CH2:40][CH2:39]1.C(O)C>ClCCl>[CH:5]([C:6]1[CH:7]=[C:8]([CH2:29][N:38]2[CH2:43][CH2:42][O:41][CH2:40][CH2:39]2)[CH:9]=[C:10]2[C:15]=1[N:14]=[CH:13][C:12]([C:23]([O:25][CH2:26][CH3:27])=[O:24])=[C:11]2[OH:28])=[O:4]. Reported procedure: A stirred solution of 3-ethyl 1-isobutyl 8-((acetyloxy)methyl)-6-methyl-4-oxo-1,3-(4H)-quinolinedicarboxylate (Preparation 26, 3.0 g) and N-bromosuccinimide (3.0 g) in dichloromethane (300 mL) is irradiated with a 650 watt sun lamp for 20 min. Morpholine (15 mL) is added to the solution. After 10 min, ethanol (20 mL) is added, and the solvents are removed at 50° C./20 mm. The reaction is repeated on the same scale. The reaction mixtures are combined and partitioned between chloroform (250 mL) an... Reactants: [Cl-].C(C)[Al+]CC (diethylaluminium chloride), COC(=O)C1=C(N(C(=C1)Br)C(C)C)C(C1=NC=C(C=C1)Cl)NC1=CC(=C(C=C1)F)Cl (5-bromo-2-[(3-chloro-4-fluoro-phenylamino)-(5-chloro-pyridin-2-yl)-methyl]-1-isopropyl-1H-pyrrole-3-carboxylic acid methyl ester). The product is BrC1=CC2=C(N1C(C)C)C(N(C2=O)C2=CC(=C(C=C2)F)Cl)C2=NC=C(C=C2)Cl (2-Bromo-5-(3-chloro-4-fluoro-phenyl)-6-(5-chloro-pyridin-2-yl)-1-isopropyl-5,6-dihydro-1H-pyrrolo[3,4-b]pyrrol-4-one). RXN SMILES: [Cl-].C([Al+]CC)C.C[O:8][C:9]([C:11]1[CH:15]=[C:14]([Br:16])[N:13]([CH:17]([CH3:19])[CH3:18])[C:12]=1[CH:20]([NH:28][C:29]1[CH:34]=[CH:33][C:32]([F:35])=[C:31]([Cl:36])[CH:30]=1)[C:21]1[CH:26]=[CH:25][C:24]([Cl:27])=[CH:23][N:22]=1)=O>>[Br:16][C:14]1[N:13]([CH:17]([CH3:18])[CH3:19])[C:12]2[CH:20]([C:21]3[CH:26]=[CH:25][C:24]([Cl:27])=[CH:23][N:22]=3)[N:28]([C:29]3[CH:34]=[CH:33][C:32]([F:35])=[C:31]([Cl:36])[CH:30]=3)[C:9](=[O:8])[C:11]=2[CH:15]=1 |f:0.1|. Reported procedure: The title compound was prepared in analogy to the procedure described for Step H1, but diethylaluminium chloride (1.8M in toluene) was used instead of trimethylaluminium chloride, and 5-bromo-2-[(3-chloro-4-fluoro-phenylamino)-(5-chloro-pyridin-2-yl)-methyl]-1-isopropyl-1H-pyrrole-3-carboxylic acid methyl ester (Step BL1) was used instead of 2-[(3-chloro-4-fluoro-phenylamino)-(4-cyano-phenyl)-methyl]-1-isopropyl-1H-pyrrole-3-carboxylic acid ethyl ester to afford the title compound as a yellow so... The reactants are O (water), N1CCOCC1 (morpholine), C([O-])([O-])=O.[K+].[K+] (potassium carbonate), BrC1=CC=C(C=N1)CN1N=C2C(C=3C=CC=CC13)=NN(C2=O)C2=C(C=CC=C2)C (5-[(6-Bromopyridin-3-yl)methyl]-2-(2-methylphenyl)-2,5-dihydro-3H-pyrazolo[4,3-c]cinnolin-3-one). The solvent is CS(=O)C (dimethyl sulfoxide). Run at time 9 hour. Product: CC1=C(C=CC=C1)N1N=C2C(=NN(C=3C=CC=CC23)CC=2C=NC(=CC2)N2CCOCC2)C1=O (2-(2-Methylphenyl)-5-[6-(morpholin-4-yl)pyridine-3-yl]methyl-2,5-dihydro-3H-pyrazolo[4,3-c]cinnolin-3-one). Reaction SMILES: Br[C:2]1[N:7]=[CH:6][C:5]([CH2:8][N:9]2[C:18]3[CH:17]=[CH:16][CH:15]=[CH:14][C:13]=3[C:12]3=[N:19][N:20]([C:23]4[CH:28]=[CH:27][CH:26]=[CH:25][C:24]=4[CH3:29])[C:21](=[O:22])[C:11]3=[N:10]2)=[CH:4][CH:3]=1.[NH:30]1[CH2:35][CH2:34][O:33][CH2:32][CH2:31]1.C(=O)([O-])[O-].[K+].[K+].O>CS(C)=O>[CH3:29][C:24]1[CH:25]=[CH:26][CH:27]=[CH:28][C:23]=1[N:20]1[C:21](=[O:22])[C:11]2=[N:10][N:9]([CH2:8][C:5]3[CH:6]=[N:7][C:2]([N:30]4[CH2:35][CH2:34][O:33][CH2:32][CH2:31]4)=[CH:3][CH:4]=3)[C:18]3[CH:17]=[CH:16][CH:15]=[CH:14][C:13]=3[C:12]2=[N:19]1 |f:2.3.4|. Procedure details: 5-[(6-Bromopyridin-3-yl)methyl]-2-(2-methylphenyl)-2,5-dihydro-3H-pyrazolo[4,3-c]cinnolin-3-one [(Example 22), 60 mg, 0.13 mmol] was dissolved in dimethyl sulfoxide (1 mL) and treated with morpholine (35 mg, 0.40 mmol, 3 equiv) and potassium carbonate (19 mg, 0.13 mmol, 1 equiv). The vessel was sealed and placed into an oil bath preheated at 100° C. for 9 hours. The mixture was cooled to ambient temperature, poured into water (5 mL) and extracted with ethyl acetate (3×20 mL). The combined organi... Reactants: COCCl, CN(C)C=O, [H-], [Na+], O, Oc1cccc2ncccc12. Product: COCOc1cccc2ncccc12. As a reaction SMILES: [CH3:14][O:15][CH2:16][Cl:17].[CH3:18][N:19]([CH3:20])[CH:21]=[O:22].[H-:12].[Na+:13].[OH2:23].[OH:1][c:2]1[c:3]2[cH:4][cH:5][cH:6][n:7][c:8]2[cH:9][cH:10][cH:11]1>>[O:1]([c:2]1[c:3]2[cH:4][cH:5][cH:6][n:7][c:8]2[cH:9][cH:10][cH:11]1)[CH2:16][O:15][CH3:14]. Starting materials: C1CCOC1, CS(=O)(=O)O, CS(C)=O, O=N[O-], COC(=O)C(C)(C)c1nc(-c2ccc([N+](=O)[O-])c(N)n2)c(-c2ccc(F)cc2F)[nH]1, [Na+], [Na+], O, O=P([O-])(O)O, O=S(=O)(O)O. Product: COC(=O)C(C)(C)c1nc(-c2ccc([N+](=O)[O-])c(O)n2)c(-c2ccc(F)cc2F)[nH]1. RXN SMILES: [CH2:52]1[O:53][CH2:54][CH2:55][CH2:56]1.[CH3:1][S:2]([OH:3])(=[O:4])=[O:5].[CH3:57][S:58](=[O:59])[CH3:60].[N:41]([O-:42])=[O:43].[NH2:6][c:7]1[c:8]([N+:33](=[O:34])[O-:35])[cH:9][cH:10][c:11](-[c:13]2[n:14][c:15]([C:26]([C:27](=[O:28])[O:29][CH3:30])([CH3:31])[CH3:32])[nH:16][c:17]2-[c:18]2[c:19]([F:25])[cH:20][c:21]([F:24])[cH:22][cH:23]2)[n:12]1.[Na+:44].[Na+:50].[OH2:51].[P:45]([O-:46])([OH:47])([OH:48])=[O:49].[S:36]([OH:37])(=[O:38])(=[O:39])[OH:40]>>[c:7]1([OH:37])[c:8]([N+:33](=[O:34])[O-:35])[cH:9][cH:10][c:11](-[c:13]2[n:14][c:15]([C:26]([C:27](=[O:28])[O:29][CH3:30])([CH3:31])[CH3:32])[nH:16][c:17]2-[c:18]2[c:19]([F:25])[cH:20][c:21]([F:24])[cH:22][cH:23]2)[n:12]1.